Task: describe an organic reaction: reactants, conditions, products, and yield. Dataset: the Open Reaction Database (ORD), a public repository of structured organic reaction records The reactants are CS(C)=O, C=COCCCl, [H-], [Na+], O, c1ccc2c(c1)Cc1ccccc1O2. Product: O=C1CC2(CCO1)c1ccccc1Oc1ccccc12. As a reaction SMILES: [CH3:24][S:25](=[O:26])[CH3:27].[CH:17](=[CH2:18])[O:19][CH2:20][CH2:21][Cl:22].[H-:15].[Na+:16].[OH2:23].[cH:1]1[cH:2][cH:3][cH:4][c:5]2[c:14]1[CH2:13][c:12]1[c:7]([cH:8][cH:9][cH:10][cH:11]1)[O:6]2>>[cH:1]1[cH:2][cH:3][cH:4][c:5]2[c:14]1[C:13]1([c:12]3[c:7]([cH:8][cH:9][cH:10][cH:11]3)[O:6]2)[CH2:18][C:17](=[O:23])[O:19][CH2:20][CH2:21]1. Starting materials: FC(C=1C=C(C=C(C1)C(F)(F)F)[C@@H](CO[Si](C)(C)C(C)(C)C)O[C@@H]1[C@@H](N(CCO1)CC=1N=NNC1CN(C)C)C1=CC=C(C=C1)F)(F)F (2-(R)-(1-(S)-(3,5-Bis(trifluoromethyl) phenyl)-2-tert-butyldimethylsilyloxyethoxy)-4-(5-(N,N-dimethylaminomethyl)-1,2,3-triazol-4-yl)methyl-3-(S)-(4-fluorophenyl)morpholine), [F-].C(CCC)[N+](CCCC)(CCCC)CCCC (tetrabutylammonium fluoride). Solvent: O1CCCC1 (tetrahydrofuran), O1CCCC1 (tetrahydrofuran). Product: FC(C=1C=C(C=C(C1)C(F)(F)F)[C@@H](CO)O[C@@H]1[C@@H](N(CCO1)CC=1N=NNC1CN(C)C)C1=CC=C(C=C1)F)(F)F (2-(R)-(1-(S)-(3,5-Bis(trifluoromethyl) phenyl)-2-hydroxyethoxy)-4-(5-(N,N -dimethylaminomethyl)-1,2,3-triazol-4-yl)methyl-3-(S)-(4-fluorophenyl)morpholine). RXN SMILES: [F:1][C:2]([F:48])([F:47])[C:3]1[CH:4]=[C:5]([C@H:13]([O:23][C@H:24]2[O:29][CH2:28][CH2:27][N:26]([CH2:30][C:31]3[N:32]=[N:33][NH:34][C:35]=3[CH2:36][N:37]([CH3:39])[CH3:38])[C@H:25]2[C:40]2[CH:45]=[CH:44][C:43]([F:46])=[CH:42][CH:41]=2)[CH2:14][O:15][Si](C(C)(C)C)(C)C)[CH:6]=[C:7]([C:9]([F:12])([F:11])[F:10])[CH:8]=1.[F-].C([N+](CCCC)(CCCC)CCCC)CCC>O1CCCC1>[F:48][C:2]([F:1])([F:47])[C:3]1[CH:4]=[C:5]([C@H:13]([O:23][C@H:24]2[O:29][CH2:28][CH2:27][N:26]([CH2:30][C:31]3[N:32]=[N:33][NH:34][C:35]=3[CH2:36][N:37]([CH3:39])[CH3:38])[C@H:25]2[C:40]2[CH:45]=[CH:44][C:43]([F:46])=[CH:42][CH:41]=2)[CH2:14][OH:15])[CH:6]=[C:7]([C:9]([F:12])([F:11])[F:10])[CH:8]=1 |f:1.2|. Procedure details: The product of Step C, above, (0.2 g) was stirred in anhydrous tetrahydrofuran (2 ml) with tetrabutylammonium fluoride (1.0M) in tetrahydrofuran (0.42 ml) for 30 minutes. The mixture was partitioned between ammonium chloride solution and ethylacetate, and the organic layer washed (H2O, brine), dried (MgSO4) and evaporated in vacuo. Purification by gravity silica column eluting with 4-10% MeOH/0.1% NH4OH/dichloromethane afforded the title compound. 1H NMR (250 MHz, CDCl3) δ 2.26 (6H, s), 2.51 (1H... Starting materials: CC(=O)Cl, CCOC(C)=O, CC(C)Cn1c(CNC(=O)OC(C)(C)C)c(-c2ccccc2)c2cc(N)ccc2c1=O, [Na+], O, O=C([O-])O. Product: CC(=O)Nc1ccc2c(=O)n(CC(C)C)c(CNC(=O)OC(C)(C)C)c(-c3ccccc3)c2c1. RXN SMILES: [CH3:32][C:33]([Cl:34])=[O:35].[CH3:42][CH2:43][O:44][C:45](=[O:46])[CH3:47].[NH2:1][c:2]1[cH:3][c:4]2[c:5](-[c:26]3[cH:27][cH:28][cH:29][cH:30][cH:31]3)[c:6]([CH2:17][NH:18][C:19](=[O:20])[O:21][C:22]([CH3:23])([CH3:24])[CH3:25])[n:7]([CH2:13][CH:14]([CH3:15])[CH3:16])[c:8](=[O:12])[c:9]2[cH:10][cH:11]1.[Na+:36].[OH2:41].[OH:37][C:38](=[O:39])[O-:40]>>[NH:1]([c:2]1[cH:3][c:4]2[c:5](-[c:26]3[cH:27][cH:28][cH:29][cH:30][cH:31]3)[c:6]([CH2:17][NH:18][C:19](=[O:20])[O:21][C:22]([CH3:23])([CH3:24])[CH3:25])[n:7]([CH2:13][CH:14]([CH3:15])[CH3:16])[c:8](=[O:12])[c:9]2[cH:10][cH:11]1)[C:33]([CH3:32])=[O:35]. Starting materials: [N+](=O)([O-])C=1C=C(CBr)C=CC1 (3-nitro-benzylbromide), ClC1=C(C=CC=C1)C1=NC(=C2N1C1=CC=C(C=C1N=C2C)O)C (1-(2-Chloro-phenyl)-3,4-dimethyl-7-hydroxy-imidazo(1,5-a)quinoxaline), C([O-])([O-])=O.[Cs+].[Cs+] (Caesium carbonate), CN(C=O)C (N,N-dimethylformamide). Run in O (water), O (water). Run at temperature 120 celsius, time 3 hour. Product: ClC1=C(C=CC=C1)C1=NC(=C2N1C1=CC=C(C=C1N=C2C)OCC2=CC(=CC=C2)[N+](=O)[O-])C (1-(2-Chloro-phenyl)-3,4-dimethyl-7-(3-nitrobenzyloxy)-imidazo(1,5-a)quinoxaline). As a reaction SMILES: [Cl:1][C:2]1[CH:7]=[CH:6][CH:5]=[CH:4][C:3]=1[C:8]1[N:12]2[C:13]3[C:18]([N:19]=[C:20]([CH3:21])[C:11]2=[C:10]([CH3:23])[N:9]=1)=[CH:17][C:16]([OH:22])=[CH:15][CH:14]=3.C(=O)([O-])[O-].[Cs+].[Cs+].CN(C)C=O.[N+:35]([C:38]1[CH:39]=[C:40]([CH:43]=[CH:44][CH:45]=1)[CH2:41]Br)([O-:37])=[O:36]>O>[Cl:1][C:2]1[CH:7]=[CH:6][CH:5]=[CH:4][C:3]=1[C:8]1[N:12]2[C:13]3[C:18]([N:19]=[C:20]([CH3:21])[C:11]2=[C:10]([CH3:23])[N:9]=1)=[CH:17][C:16]([O:22][CH2:41][C:40]1[CH:43]=[CH:44][CH:45]=[C:38]([N+:35]([O-:37])=[O:36])[CH:39]=1)=[CH:15][CH:14]=3 |f:1.2.3|. Reported procedure: 1.5 g 1-(2-Chloro-phenyl)-3,4-dimethyl-7-hydroxy-imidazo(1,5-a)quinoxaline, 3.36 g Caesium carbonate, 80 mL N,N-dimethylformamide, and 9 mL water were stirred for 10 min followed by addition of 1.3 g 3-nitro-benzylbromide. After 3 h stirring at 120° C. the reaction mixture was given into 250 mL water, filtered off, washed with water, dried under reduced pressure.